describe an organic reaction: reactants, conditions, products, and yield From a dataset of the Open Reaction Database (ORD), a public repository of structured organic reaction records. Reactants: C1CCOC1, CCO, Cc1nnc(-c2nc3c(Cl)cccc3cc2C(C)N2C(=O)c3ccccc3C2=O)s1, NN, O. The product is Cc1nnc(-c2nc3c(Cl)cccc3cc2C(C)N)s1. As a reaction SMILES: [CH2:34]1[O:35][CH2:36][CH2:37][CH2:38]1.[CH3:39][CH2:40][OH:41].[Cl:1][c:2]1[cH:3][cH:4][cH:5][c:6]2[cH:7][c:8]([CH:18]([CH3:19])[N:20]3[C:21](=[O:22])[c:23]4[c:24]([cH:25][cH:26][cH:27][cH:28]4)[C:29]3=[O:30])[c:9](-[c:12]3[s:13][c:14]([CH3:17])[n:15][n:16]3)[n:10][c:11]12.[NH2:32][NH2:33].[OH2:31]>>[Cl:1][c:2]1[cH:3][cH:4][cH:5][c:6]2[cH:7][c:8]([CH:18]([CH3:19])[NH2:20])[c:9](-[c:12]3[s:13][c:14]([CH3:17])[n:15][n:16]3)[n:10][c:11]12.